From a dataset of the Open Reaction Database (ORD), a public repository of structured organic reaction records. describe an organic reaction: reactants, conditions, products, and yield Reactants: C(C1=CC=CC=C1)OC1=C(C(=O)NC2=C(C(=O)OC(C)(C)C)C=CC(=C2)C2=CC=CC=C2)C=C(C=C1)C=1C=NC=NC1 (tert-butyl 2-(2-(benzyloxy)-5-(pyrimidin-5-yl)benzamido)-4-phenylbenzoate), O1CCOCC1 (dioxane). Reagents/catalysts: [C].[Pd] (palladium-carbon). Solvent: C(C)(=O)OCC (ethyl acetate), CO (methanol). Reaction conditions: time 20 minute. Product: OC1=C(C(=O)NC2=C(C(=O)OC(C)(C)C)C=CC(=C2)C2=CC=CC=C2)C=C(C=C1)C=1C=NC=NC1 (tert-butyl 2-(2-hydroxy-5-(pyrimidin-5-yl)benzamido)-4-phenylbenzoate). The yield is 79.2%. As a reaction SMILES: C([O:8][C:9]1[CH:36]=[CH:35][C:34]([C:37]2[CH:38]=[N:39][CH:40]=[N:41][CH:42]=2)=[CH:33][C:10]=1[C:11]([NH:13][C:14]1[CH:26]=[C:25]([C:27]2[CH:32]=[CH:31][CH:30]=[CH:29][CH:28]=2)[CH:24]=[CH:23][C:15]=1[C:16]([O:18][C:19]([CH3:22])([CH3:21])[CH3:20])=[O:17])=[O:12])C1C=CC=CC=1.O1CCOCC1>C(OCC)(=O)C.CO.[C].[Pd]>[OH:8][C:9]1[CH:36]=[CH:35][C:34]([C:37]2[CH:42]=[N:41][CH:40]=[N:39][CH:38]=2)=[CH:33][C:10]=1[C:11]([NH:13][C:14]1[CH:26]=[C:25]([C:27]2[CH:32]=[CH:31][CH:30]=[CH:29][CH:28]=2)[CH:24]=[CH:23][C:15]=1[C:16]([O:18][C:19]([CH3:22])([CH3:21])[CH3:20])=[O:17])=[O:12] |f:4.5|. Reported procedure: To a solution mixture of the obtained tert-butyl 2-(2-(benzyloxy)-5-(pyrimidin-5-yl)benzamido)-4-phenylbenzoate (1.1 g) in ethyl acetate (10 mL), methanol (20 mL), and dioxane (20 mL), 10% palladium-carbon (0.57 g) was added, followed by stirring under a hydrogen atmosphere at room temperature for 2 hours and 20 minutes. The insoluble substance was removed by filtration, and the solvent was evaporated under reduced pressure. The obtained residue was purified by silica gel column chromatography [... Starting materials: C(#N)C1=C(C(=O)N2C=CC3=CC(=CC=C23)CN2C(=NC=3C2=NC(=CC3C)C)CC)C=CC=C1 (3-[N-(2-cyanobenzoyl)-5-indolyl]methyl-5,7-dimethyl-2-ethyl-3H-imidazo[4,5-b]pyridine), C[Sn](C)(C)N=[N+]=[N-] (trimethyltin azide). The solvent is C1(=CC=CC=C1)C (toluene). Product: N1N=NN=C1C1=C(C(=O)N2C=CC3=CC(=CC=C23)CN2C(=NC=3C2=NC(=CC3C)C)CC)C=CC=C1 (3-[N-(2-tetrazol-5-yl-benzoyl)-5-indolyl]methyl-5,7-dimethyl-2-ethyl-3H-imidazo[4,5-b]pyridine). Isolated yield 59.5%. As a reaction SMILES: [C:1]([C:3]1[CH:33]=[CH:32][CH:31]=[CH:30][C:4]=1[C:5]([N:7]1[C:15]2[C:10](=[CH:11][C:12]([CH2:16][N:17]3[C:21]4=[N:22][C:23]([CH3:27])=[CH:24][C:25]([CH3:26])=[C:20]4[N:19]=[C:18]3[CH2:28][CH3:29])=[CH:13][CH:14]=2)[CH:9]=[CH:8]1)=[O:6])#[N:2].C[Sn]([N:38]=[N+:39]=[N-:40])(C)C>C1(C)C=CC=CC=1>[NH:38]1[C:1]([C:3]2[CH:33]=[CH:32][CH:31]=[CH:30][C:4]=2[C:5]([N:7]2[C:15]3[C:10](=[CH:11][C:12]([CH2:16][N:17]4[C:21]5=[N:22][C:23]([CH3:27])=[CH:24][C:25]([CH3:26])=[C:20]5[N:19]=[C:18]4[CH2:28][CH3:29])=[CH:13][CH:14]=3)[CH:9]=[CH:8]2)=[O:6])=[N:2][N:40]=[N:39]1. Reported procedure: To a solution of the product of Example 8, Step B (75 mg, 0.17 mmol) in 5 mL of toluene was added trimethyltin azide (43 mg, 0.21 mmol, 1.2 eq). The mixture was heated at reflux for 18 hours. Toluene was removed in vacuo and the resultant oil was dissolved in 5 mL of THF and treated with 0.5 mL of 2.5N HCl at 0° C. for 5 minutes. The volatiles were removed in vacuo and the resultant oil was flash chromatographed with 20% of 10/1 methanol/NH4OH mixture in chloroform to yield the titled compound (... Starting materials: C(CCC)[Li] (n-butyllithium), C(CCC)C1=NC=CN1S(=O)(=O)N(C)C (2-butyl-3-dimethylaminosulfonylimidazole), C(=O)OC (methyl formate). Solvent: CCCCCC (hexane), O1CCCC1 (tetrahydrofuran). Run at temperature -70 celsius, time 1 hour. The product is C(CCC)C1=NC=C(N1S(=O)(=O)N(C)C)C=O (2-Butyl-3-dimethylaminosulfonylim idazole4-carbaldehyde). Isolated yield 76.0%. Reaction SMILES: [CH2:1]([C:5]1[N:9]([S:10]([N:13]([CH3:15])[CH3:14])(=[O:12])=[O:11])[CH:8]=[CH:7][N:6]=1)[CH2:2][CH2:3][CH3:4].C([Li])CCC.[CH:21](OC)=[O:22]>O1CCCC1.CCCCCC>[CH2:1]([C:5]1[N:9]([S:10]([N:13]([CH3:15])[CH3:14])(=[O:12])=[O:11])[C:8]([CH:21]=[O:22])=[CH:7][N:6]=1)[CH2:2][CH2:3][CH3:4]. Procedure: 1.25 g of 2-butyl-3-dimethylaminosulfonylimidazole was dissolved in 25 ml of tetrahydrofuran and cooled to -70° C., and 3.3 ml of n-butyllithium, 1.6 n in hexane, was added. After 1 hour, 0.64 ml of methyl formate was added, and the mixture was heated to room temperature and stirred for 17 hours at this temperature. The mixture was then concentrated, methylene chloride/water was added and the mixture was neutralized by adding 10 percent strength sulfuric acid. The organic phase was dried with Na... Reactants: [OH-].[Na+] (NaOH), BrCC=1C(=C(C(=O)OC)C=CC1S(=O)(=O)C)Cl (methyl 3-bromomethyl-2-chloro-4-methylsulfonylbenzoate), C1(=CC=CC=C1)O (phenol), [H-].[Na+] (sodium hydride). Run in O (water), CN(C=O)C (dimethylformamide). Conditions: time 8 hour. Product: ClC1=C(C(=O)O)C=CC(=C1COC1=CC=CC=C1)S(=O)(=O)C (2-Chloro-4-methylsulfonyl-3-phenoxymethylbenzoic acid). As a reaction SMILES: Br[CH2:2][C:3]1[C:4]([Cl:17])=[C:5]([CH:10]=[CH:11][C:12]=1[S:13]([CH3:16])(=[O:15])=[O:14])[C:6]([O:8]C)=[O:7].[C:18]1([OH:24])[CH:23]=[CH:22][CH:21]=[CH:20][CH:19]=1.[H-].[Na+].[OH-].[Na+]>CN(C)C=O.O>[Cl:17][C:4]1[C:3]([CH2:2][O:24][C:18]2[CH:23]=[CH:22][CH:21]=[CH:20][CH:19]=2)=[C:12]([S:13]([CH3:16])(=[O:15])=[O:14])[CH:11]=[CH:10][C:5]=1[C:6]([OH:8])=[O:7] |f:2.3,4.5|. Procedure: 1.0 g (2.93 mmol) of methyl 3-bromomethyl-2-chloro-4-methylsulfonylbenzoate and 0.28 g (2.93 mmol) of phenol were dissolved in 20 ml of dimethylformamide and treated with 0.14 g (3.51 mmol) of 60% strength sodium hydride. The mixture was stirred overnight at room temperature and then concentrated in a high vacuum on a rotary evaporator. The residue was dissolved in 16 ml of tetrahydrofuran and 8 ml of water and the solution was refluxed for 4 h together with 0.23 g of NaOH (5.85 mmol). It was th... Starting materials: C1CCNC1, O=C(O)C1CCCN1C(=O)CC1CCc2ccccc21, C1CSCN1. Yields the product O=C(C1CCCN1C(=O)CC1CCc2ccccc21)N1CCCC1. Reaction SMILES: [CH2:21]1[CH2:22][CH2:23][NH:24][CH2:25]1.[CH:1]1([CH2:10][C:11](=[O:12])[N:13]2[CH:14]([C:15](=[O:16])[OH:17])[CH2:18][CH2:19][CH2:20]2)[CH2:2][CH2:3][c:4]2[cH:5][cH:6][cH:7][cH:8][c:9]21.[S:26]1[CH2:27][CH2:28][NH:29][CH2:30]1>>[CH:1]1([CH2:10][C:11](=[O:12])[N:13]2[CH:14]([C:15](=[O:17])[N:24]3[CH2:23][CH2:22][CH2:21][CH2:25]3)[CH2:18][CH2:19][CH2:20]2)[CH2:2][CH2:3][c:4]2[cH:5][cH:6][cH:7][cH:8][c:9]21. Reactants: O=C(OCc1ccccc1)c1ccc(-c2csc(NC(=O)C3CCCN3C(=O)OCc3ccccc3)n2)nc1, O=C(O)c1ccc(-c2cnc(NC(=O)C3CCCN3C(=O)OCc3ccccc3)s2)cc1. The product is O=C(O)c1ccc(-c2csc(NC(=O)C3CCCN3C(=O)OCc3ccccc3)n2)nc1. Reaction SMILES: [CH2:1]([c:2]1[cH:3][cH:4][cH:5][cH:6][cH:7]1)[O:8][C:9]([c:10]1[cH:11][n:12][c:13](-[c:16]2[n:17][c:18]([NH:21][C:22](=[O:23])[CH:24]3[N:25]([C:29](=[O:30])[O:31][CH2:32][c:33]4[cH:34][cH:35][cH:36][cH:37][cH:38]4)[CH2:26][CH2:27][CH2:28]3)[s:19][cH:20]2)[cH:14][cH:15]1)=[O:39].[CH2:40]([O:41][C:42]([N:43]1[CH2:44][CH2:45][CH2:46][CH:47]1[C:48](=[O:49])[NH:50][c:51]1[s:52][c:53](-[c:54]2[cH:55][cH:56][c:57]([C:58]([OH:59])=[O:60])[cH:61][cH:62]2)[cH:63][n:64]1)=[O:65])[c:66]1[cH:67][cH:68][cH:69][cH:70][cH:71]1>>[O:8]=[C:9]([c:10]1[cH:11][n:12][c:13](-[c:16]2[n:17][c:18]([NH:21][C:22](=[O:23])[CH:24]3[N:25]([C:29](=[O:30])[O:31][CH2:32][c:33]4[cH:34][cH:35][cH:36][cH:37][cH:38]4)[CH2:26][CH2:27][CH2:28]3)[s:19][cH:20]2)[cH:14][cH:15]1)[OH:39]. Reactants: Cn1ccc2ccccc21, CC(C)O, ClCCl, O=C(O)C(F)(F)F, O=CC=Cc1ccccc1. The product is Cn1cc(C(CC=O)c2ccccc2)c2ccccc21. Reaction SMILES: [CH3:11][n:12]1[cH:13][cH:14][c:15]2[cH:16][cH:17][cH:18][cH:19][c:20]12.[CH:31]([OH:32])([CH3:33])[CH3:34].[Cl:28][CH2:29][Cl:30].[F:21][C:22]([F:23])([F:24])[C:25]([OH:26])=[O:27].[O:1]=[CH:2][CH:3]=[CH:4][c:5]1[cH:6][cH:7][cH:8][cH:9][cH:10]1>>[O:1]=[CH:2][CH2:3][CH:4]([c:5]1[cH:6][cH:7][cH:8][cH:9][cH:10]1)[c:14]1[cH:13][n:12]([CH3:11])[c:20]2[c:15]1[cH:16][cH:17][cH:18][cH:19]2. Reactants: CS(=O)(=O)CCc1ccc(N)cc1, Cc1ccc(CNc2nc3cc(N(C)c4ccnc(Cl)n4)ccc3n2C)cc1. Product: Cl, Cc1ccc(CNc2nc3cc(N(C)c4ccnc(Nc5ccc(CCS(C)(=O)=O)cc5)n4)ccc3n2C)cc1. As a reaction SMILES: [CH3:29][S:30](=[O:31])(=[O:32])[CH2:33][CH2:34][c:35]1[cH:36][cH:37][c:38]([NH2:41])[cH:39][cH:40]1.[Cl:1][c:2]1[n:3][cH:4][cH:5][c:6]([N:8]([c:9]2[cH:10][c:11]3[c:12]([n:13]([CH3:25])[c:14]([NH:16][CH2:17][c:18]4[cH:19][cH:20][c:21]([CH3:24])[cH:22][cH:23]4)[n:15]3)[cH:26][cH:27]2)[CH3:28])[n:7]1>>[ClH:1].[c:2]1([NH:41][c:38]2[cH:37][cH:36][c:35]([CH2:34][CH2:33][S:30]([CH3:29])(=[O:31])=[O:32])[cH:40][cH:39]2)[n:3][cH:4][cH:5][c:6]([N:8]([c:9]2[cH:10][c:11]3[c:12]([n:13]([CH3:25])[c:14]([NH:16][CH2:17][c:18]4[cH:19][cH:20][c:21]([CH3:24])[cH:22][cH:23]4)[n:15]3)[cH:26][cH:27]2)[CH3:28])[n:7]1. Reactants: C(C=C)OC1=C(C=C(C(=O)OCC=C)C=C1)[N+](=O)[O-] (allyl 4-allyloxy-3-nitrobenzoate), C(C=C)OC1=C(C(=O)OCC=C)C=CC(=C1)[N+](=O)[O-] (allyl 2-allyloxy-4-nitrobenzoate), N (ammonia). Solvent: CO (methanol). The product is C(C=C)OC1=C(C=C(C(=O)OCC=C)C=C1)N (allyl 4-allyloxy-3-aminobenzoate). Reaction SMILES: [CH2:1]([O:4][C:5]1[CH:16]=[CH:15][C:8]([C:9]([O:11][CH2:12][CH:13]=[CH2:14])=[O:10])=[CH:7][C:6]=1[N+:17]([O-])=O)[CH:2]=[CH2:3].C(OC1C=C([N+]([O-])=O)C=CC=1C(OCC=C)=O)C=C.N>CO>[CH2:1]([O:4][C:5]1[CH:16]=[CH:15][C:8]([C:9]([O:11][CH2:12][CH:13]=[CH2:14])=[O:10])=[CH:7][C:6]=1[NH2:17])[CH:2]=[CH2:3]. Procedure details: The above nitro compound was reduced by the method described in example 1, for the reduction of allyl 2-allyloxy-4-nitrobenzoate, except that the solvent was methanol, and using an aqueous solution of ammonia in place of sodium bicarbonate in the work-up, to give allyl 4-allyloxy-3-aminobenzoate. The reactants are C(#N)[BH3-].[Na+] (Sodium cyanoborohydride), C1(=CC=C(C=C1)S(=O)(=O)O)C (Para-toluenesulfonic acid), FC=1C=C(C=CC1)C=1C=CC2=C(C(CO2)=O)C1 (5-(3-fluorophenyl)benzofuran-3(2H)-one), NC=1C=C(OCC(=O)OC(C)C)C=CC1 (isopropyl 2-(3-aminophenoxyl)acetate). The solvent is CO (methanol). Conditions: temperature 80 celsius, time 16 hour. Product: FC=1C=C(C=CC1)C=1C=CC2=C(C(CO2)NC=2C=C(OCC(=O)OC(C)C)C=CC2)C1 (isopropyl 2-(3-((5-(3-fluorophenyl)-2,3-dihydrobenzofuran-3-yl)amino)phenoxy)acetate). Isolated yield 5.6%. As a reaction SMILES: C1(C)C=CC(S(O)(=O)=O)=CC=1.[F:12][C:13]1[CH:14]=[C:15]([C:19]2[CH:20]=[CH:21][C:22]3[O:26][CH2:25][C:24](=O)[C:23]=3[CH:28]=2)[CH:16]=[CH:17][CH:18]=1.[NH2:29][C:30]1[CH:31]=[C:32]([CH:41]=[CH:42][CH:43]=1)[O:33][CH2:34][C:35]([O:37][CH:38]([CH3:40])[CH3:39])=[O:36].C([BH3-])#N.[Na+]>CO>[F:12][C:13]1[CH:14]=[C:15]([C:19]2[CH:20]=[CH:21][C:22]3[O:26][CH2:25][CH:24]([NH:29][C:30]4[CH:31]=[C:32]([CH:41]=[CH:42][CH:43]=4)[O:33][CH2:34][C:35]([O:37][CH:38]([CH3:39])[CH3:40])=[O:36])[C:23]=3[CH:28]=2)[CH:16]=[CH:17][CH:18]=1 |f:3.4|. Procedure: Para-toluenesulfonic acid (76 mg, 0.43 mmol) was added to a solution of 5-(3-fluorophenyl)benzofuran-3(2H)-one (212 mg, 0.935 mmol) and isopropyl 2-(3-aminophenoxyl)acetate (202 mg, 0.964 mmol) in methanol (4 mL) at 25° C. The reaction was heated in an 80° C. oil bath and allowed to stir overnight for approximately 16 hours. The reaction was cooled to room temperature and concentrated in vacuo. The mixture was then dissolved in concentrated acetic acid (2 mL) and cooled to 0° C. Sodium cyanoboro...